This data is from the Open Reaction Database (ORD), a public repository of structured organic reaction records. The task is: describe an organic reaction: reactants, conditions, products, and yield Reactants: Cl(=O)(=O)(=O)[O-].C(CCCC)OC1=CC=C(C=C1)C1=[O+]C(=CC(=C1)C)C1=CC=C(C=C1)OCCCCC (2,6-bis(4-amyloxyphenyl)-4-methylpyrylium perchlorate), O (water), C(CCCC)OC1=CC=C(C=C1)C=1OC(=CC(C1)=O)C1=CC=CC=C1 (2-(4-amyloxyphenyl)-6-phenyl-4-pyrone), C(C)(=O)OC(C)=O (acetic anhydride). Solvent: C(C)O (ethanol). Yields the product Cl(=O)(=O)(=O)[O-].C(CCCC)OC1=CC=C(C=C1)C1=[O+]C(=CC(=C1)C=C1C=C(OC(=C1)C1=CC=CC=C1)C1=CC=C(C=C1)OCCCCC)C1=CC=C(C=C1)OCCCCC (2,6-Bis(4-amyloxyphenyl)-4-[2-(4-amyloxyphenyl)-6-phenyl-4H-pyran-4-ylidenemethyl]pyrylium perchlorate). As a reaction SMILES: [Cl:1]([O-:5])(=[O:4])(=[O:3])=[O:2].[CH2:6]([O:11][C:12]1[CH:17]=[CH:16][C:15]([C:18]2[CH:23]=[C:22]([CH3:24])[CH:21]=[C:20]([C:25]3[CH:30]=[CH:29][C:28]([O:31][CH2:32][CH2:33][CH2:34][CH2:35][CH3:36])=[CH:27][CH:26]=3)[O+:19]=2)=[CH:14][CH:13]=1)[CH2:7][CH2:8][CH2:9][CH3:10].[CH2:37]([O:42][C:43]1[CH:48]=[CH:47][C:46]([C:49]2[O:50][C:51]([C:56]3[CH:61]=[CH:60][CH:59]=[CH:58][CH:57]=3)=[CH:52][C:53](=O)[CH:54]=2)=[CH:45][CH:44]=1)[CH2:38][CH2:39][CH2:40][CH3:41].C(OC(=O)C)(=O)C.O>C(O)C>[Cl:1]([O-:5])(=[O:4])(=[O:3])=[O:2].[CH2:6]([O:11][C:12]1[CH:13]=[CH:14][C:15]([C:18]2[CH:23]=[C:22]([CH:24]=[C:53]3[CH:52]=[C:51]([C:56]4[CH:61]=[CH:60][CH:59]=[CH:58][CH:57]=4)[O:50][C:49]([C:46]4[CH:45]=[CH:44][C:43]([O:42][CH2:37][CH2:38][CH2:39][CH2:40][CH3:41])=[CH:48][CH:47]=4)=[CH:54]3)[CH:21]=[C:20]([C:25]3[CH:30]=[CH:29][C:28]([O:31][CH2:32][CH2:33][CH2:34][CH2:35][CH3:36])=[CH:27][CH:26]=3)[O+:19]=2)=[CH:16][CH:17]=1)[CH2:7][CH2:8][CH2:9][CH3:10] |f:0.1,6.7|. Procedure: A mixture of 3.1 g. of 2,6-bis(4-amyloxyphenyl)-4-methylpyrylium perchlorate, 2.0 g. of 2-(4-amyloxyphenyl)-6-phenyl-4-pyrone, and 20 ml. of acetic anhydride are stirred and heated at its boiling temperature for 5 to 10 minutes, cooled, diluted with ethanol with stirring, and chilled in a freezer. A solid separates from the mixture and is collected and washed with water. Another crop is obtained by adding water to the reaction mixture, extracting with dichloromethane, removing the solvent by eva... The reactants are [BH3-]C#N, C=O, CO, CC(=O)O, CS(=O)(=O)c1cccc(-c2ccc(NCc3cc(C(F)(F)F)nn3-c3ccccc3Cl)cc2)c1, [Na+]. Yields the product CN(Cc1cc(C(F)(F)F)nn1-c1ccccc1Cl)c1ccc(-c2cccc(S(C)(=O)=O)c2)cc1. RXN SMILES: [C:39]([BH3-:40])#[N:41].[CH2:37]=[O:38].[CH3:35][OH:36].[CH3:43][C:44](=[O:45])[OH:46].[Cl:1][c:2]1[c:3](-[n:8]2[n:9][c:10]([C:31]([F:32])([F:33])[F:34])[cH:11][c:12]2[CH2:13][NH:14][c:15]2[cH:16][cH:17][c:18](-[c:21]3[cH:22][c:23]([S:27](=[O:28])(=[O:29])[CH3:30])[cH:24][cH:25][cH:26]3)[cH:19][cH:20]2)[cH:4][cH:5][cH:6][cH:7]1.[Na+:42]>>[Cl:1][c:2]1[c:3](-[n:8]2[n:9][c:10]([C:31]([F:32])([F:33])[F:34])[cH:11][c:12]2[CH2:13][N:14]([c:15]2[cH:16][cH:17][c:18](-[c:21]3[cH:22][c:23]([S:27](=[O:28])(=[O:29])[CH3:30])[cH:24][cH:25][cH:26]3)[cH:19][cH:20]2)[CH3:39])[cH:4][cH:5][cH:6][cH:7]1. Starting materials: BrCC(=O)OC(C)(C)C (tert-butyl bromoacetate), C([C@@H](O)CC(=O)OCC)(=O)OCC (diethyl (S)-malate), Cl (hydrochloric acid), C(CCC)[Li] (n-butyl lithium), C(C)(C)NC(C)C (diisopropylamine). Run in O1CCCC1 (tetrahydrofuran), CN(P(N(C)C)(N(C)C)=O)C (hexamethylphosphoric triamide), O1CCCC1 (tetrahydrofuran), O1CCCC1 (tetrahydrofuran), CCCCCC (hexane). Conditions: temperature -78 celsius, time 30 minute. Product: O[C@@H]([C@@H](CC(=O)OC(C)(C)C)C(=O)OCC)C(=O)OCC (3-tert-butyl 1,2-diethyl (1S,2R)-1-hydroxy-1,2,3-propanetricarboxylate). Isolated yield 49.1%. RXN SMILES: C([Li])CCC.C(NC(C)C)(C)C.[C:13]([O:23][CH2:24][CH3:25])(=[O:22])[C@H:14]([CH2:16][C:17]([O:19][CH2:20][CH3:21])=[O:18])[OH:15].Br[CH2:27][C:28]([O:30][C:31]([CH3:34])([CH3:33])[CH3:32])=[O:29].Cl>O1CCCC1.CN(C)P(=O)(N(C)C)N(C)C.CCCCCC>[OH:15][C@H:14]([C:13]([O:23][CH2:24][CH3:25])=[O:22])[C@H:16]([C:17]([O:19][CH2:20][CH3:21])=[O:18])[CH2:27][C:28]([O:30][C:31]([CH3:34])([CH3:33])[CH3:32])=[O:29]. Procedure details: 31 ml of a 1.69M hexane solution of n-butyl lithium was dissolved in 30 ml of tetrahydrofuran, and 7.1 ml of diisopropylamine was added under cooling with ice, followed by stirring at the same temperature for 30 minutes. Then, the mixture was cooled to -78° C. 20 ml of a tetrahydrofuran solution containing 4.94 g of diethyl (S)-malate was dropwise added at a temperature of not higher than -50° C., followed by stirring at -20° C. for 1.5 hours. The reaction solution was cooled to -78° C., and 20 ... Starting materials: CC1=CC=C(C=C1)C1(C2CC3CC(CC1C3)C2)C#N (2-(4-methylphenyl)adamantane-2-carbonitrile), CCOCC (ether), [H-].C(C(C)C)[Al+]CC(C)C (Diisobutylaluminium hydride). Conditions: temperature 0 celsius, time 1 hour. The product is CC1=CC=C(C=C1)C1(C2CC3CC(CC1C3)C2)C=O (2-(4-Methylphenyl)adamantane-2-carboxaldehyde). Yield: 86.0%. Reaction SMILES: [CH3:1][C:2]1[CH:7]=[CH:6][C:5]([C:8]2([C:18]#N)[CH:15]3[CH2:16][CH:11]4[CH2:12][CH:13]([CH2:17][CH:9]2[CH2:10]4)[CH2:14]3)=[CH:4][CH:3]=1.[H-].C([Al+]CC(C)C)C(C)C.CC[O:32]CC>>[CH3:1][C:2]1[CH:7]=[CH:6][C:5]([C:8]2([CH:18]=[O:32])[CH:15]3[CH2:16][CH:11]4[CH2:12][CH:13]([CH2:17][CH:9]2[CH2:10]4)[CH2:14]3)=[CH:4][CH:3]=1 |f:1.2|. Procedure: A flame dried flask under argon was charged with 2-(4-methylphenyl)adamantane-2-carbonitrile (5.90 g, 23.5 mmol) and anhydrous ether (120 mL) and the solution was cooled to 0° C. Diisobutylaluminium hydride (47 mL, 46.9 mmol, 1-M in heptane) was added dropwise and the reaction left to warm to room temperature. After stirring for 1 h the reaction mixture was quenched with dilute HCl (20 mL) and then filtered through celite. The filtrate was partitioned between EtOAc (100 mL) and water (100 mL), s... Starting materials: COC(=O)C1=CC=CC2=CC=CC(=C12)C=O (8-formylnaphthalene-1-carboxylic acid methyl ester), Cl (HCl), COC(C[N+](=O)[O-])=O (nitroacetic acid methyl ester), C(C)(=O)OCC (Ethyl acetate). Reagents/catalysts: N1CCCCC1 (piperidine). The solvent is CCO (EtOH). Reaction conditions: time 20 hour. The product is COC(C(C1OC(C2=C3C(C=CC=C13)=CC=C2)=O)[N+](=O)[O-])=O (Nitro-(3-oxo-1H,3H-benzo[de]isochromen-1-yl)-acetic Acid Methyl Ester). RXN SMILES: CO[C:3]([C:5]1[C:14]2[C:9](=[CH:10][CH:11]=[CH:12][C:13]=2[CH:15]=[O:16])[CH:8]=[CH:7][CH:6]=1)=[O:4].[CH3:17][O:18][C:19](=[O:24])[CH2:20][N+:21]([O-:23])=[O:22].C(OCC)(=O)C.Cl>CCO.N1CCCCC1>[CH3:17][O:18][C:19](=[O:24])[CH:20]([N+:21]([O-:23])=[O:22])[CH:15]1[C:13]2[C:14]3[C:9](=[CH:8][CH:7]=[CH:6][C:5]=3[C:3](=[O:4])[O:16]1)[CH:10]=[CH:11][CH:12]=2. Procedure details: To a solution of 8-formylnaphthalene-1-carboxylic acid methyl ester (2.5 g, 11.68 mmol) in EtOH (20 mL) is added 8 drops of piperidine followed by nitroacetic acid methyl ester (2.78 g, 23.4 mmol) and the mixture is stirred at RT for 20 h. Ethyl acetate is added followed by 1N HCl. The resulting precipitate is filtered to give the title compound. Reactants: C12NCC(C=C1)C2 (2-Azabicyclo[2.2.1]hept-5-ene), CCCCCC.CCOC(=O)C (hexane EtOAc), [N+](=O)([O-])C1=C(C=CC=C1)S(=O)(=O)Cl (2-nitrobenzenesulfonyl chloride). Reagents/catalysts: C(C)N(CC)CC (triethylamine). Solvent: C(Cl)Cl (methylene chloride). Run at time 16 hour. Product: [N+](=O)([O-])C1=C(C=CC=C1)S(=O)(=O)N1C2C=CC(C1)C2 (2-[(2-nitrophenyl)sulfonyl]-2-azabicyclo[2.2.1]hept-5-ene). The yield is 152.0%. Reaction SMILES: [CH:1]12[CH2:7][CH:4]([CH:5]=[CH:6]1)[CH2:3][NH:2]2.[N+:8]([C:11]1[CH:16]=[CH:15][CH:14]=[CH:13][C:12]=1[S:17](Cl)(=[O:19])=[O:18])([O-:10])=[O:9].CCCCCC.CCOC(C)=O>C(Cl)Cl.C(N(CC)CC)C>[N+:8]([C:11]1[CH:16]=[CH:15][CH:14]=[CH:13][C:12]=1[S:17]([N:2]1[CH2:3][CH:4]2[CH2:7][CH:1]1[CH:6]=[CH:5]2)(=[O:19])=[O:18])([O-:10])=[O:9] |f:2.3|. Procedure: 2-Azabicyclo[2.2.1]hept-5-ene (52.5 g, 54 mmole), prepared as described in (J Am Chem. Soc., (1985) 107, 1768), 2-nitrobenzenesulfonyl chloride (119.6, 54 mmole), and triethylamine (75 mL, 0.54 mmole) were combined in methylene chloride (500 mL) under a nitrogen atmosphere and stirred for 16 hours. The reaction mixture was quenched with water (500 mL) and the phases separated. The organic phase was washed with 2M HCl (5×100 mL), dried (MgSO4), and concentrated under reduced pressure. The residue... The reactants are COC(C(C(C1=CC(=CC=C1)F)C=1SC(=CC1)Br)(C)C)=O (3-(5-bromo-thiophen-2-yl)-3-(3-fluoro-phenyl)-2,2-dimethyl-propionic acid methyl ester), aqueous solution, [OH-].[K+] (potassium hydroxide). Solvent: CO (MeOH), CS(=O)C (DMSO). Conditions: temperature 75 celsius. Yields the product BrC1=CC=C(S1)C(C(C(=O)O)(C)C)C1=CC(=CC=C1)F (3-(5-bromo-thiophen-2-yl)-3-(3-fluoro-phenyl)-2,2-dimethyl-propionic acid). Yield: 85.9%. As a reaction SMILES: C[O:2][C:3](=[O:21])[C:4]([CH3:20])([CH3:19])[CH:5]([C:13]1[S:14][C:15]([Br:18])=[CH:16][CH:17]=1)[C:6]1[CH:11]=[CH:10][CH:9]=[C:8]([F:12])[CH:7]=1.[OH-].[K+]>CO.CS(C)=O>[Br:18][C:15]1[S:14][C:13]([CH:5]([C:6]2[CH:11]=[CH:10][CH:9]=[C:8]([F:12])[CH:7]=2)[C:4]([CH3:20])([CH3:19])[C:3]([OH:21])=[O:2])=[CH:17][CH:16]=1 |f:1.2|. Procedure: To a solution of 3-(5-bromo-thiophen-2-yl)-3-(3-fluoro-phenyl)-2,2-dimethyl-propionic acid methyl ester (419 mg, 1.128 mmol) in MeOH (4 ml) and DMSO (2 ml) was added a 40% aqueous solution of potassium hydroxide (4 ml). The reaction mixture was heated at 75° C. for 6 hours. After removal of methanol, the solution was adjusted to pH 2 and was extracted with ethyl ether. The ether layer was washed, dried and evaporated to give 3-(5-bromo-thiophen-2-yl)-3-(3-fluoro-phenyl)-2,2-dimethyl-propionic ac...